From a dataset of the Open Reaction Database (ORD), a public repository of structured organic reaction records. describe an organic reaction: reactants, conditions, products, and yield The reactants are CC(C)(C)OC(=O)Nn1c(C#N)ccc1C1CN(C(=O)OCc2ccccc2)C1, O=C([O-])[O-], CO, [Na+], [Na+], C1COCCO1. Yields the product N#Cc1ccc(C2CN(C(=O)OCc3ccccc3)C2)n1N. RXN SMILES: [C:1]([O:2][C:3](=[O:4])[NH:8][n:9]1[c:10]([CH:16]2[CH2:17][N:18]([C:20](=[O:21])[O:22][CH2:23][c:24]3[cH:25][cH:26][cH:27][cH:28][cH:29]3)[CH2:19]2)[cH:11][cH:12][c:13]1[C:14]#[N:15])([CH3:5])([CH3:6])[CH3:7].[C:30](=[O:31])([O-:32])[O-:33].[CH3:36][OH:37].[Na+:34].[Na+:35].[O:38]1[CH2:39][CH2:40][O:41][CH2:42][CH2:43]1>>[NH2:8][n:9]1[c:10]([CH:16]2[CH2:17][N:18]([C:20](=[O:21])[O:22][CH2:23][c:24]3[cH:25][cH:26][cH:27][cH:28][cH:29]3)[CH2:19]2)[cH:11][cH:12][c:13]1[C:14]#[N:15]. The reactants are Cc1cc(C(=O)Cl)ccc1[N+](=O)[O-], CCN(C(C)C)C(C)C, ClCCl, c1ccc2c(c1)CNc1ccccc1C2. The product is Cc1cc(C(=O)N2Cc3ccccc3Cc3ccccc32)ccc1[N+](=O)[O-]. As a reaction SMILES: [CH3:16][c:17]1[cH:18][c:19]([C:20](=[O:21])[Cl:22])[cH:23][cH:24][c:25]1[N+:26](=[O:27])[O-:28].[CH:29]([N:30]([CH:31]([CH3:32])[CH3:33])[CH2:34][CH3:35])([CH3:36])[CH3:37].[Cl:38][CH2:39][Cl:40].[cH:1]1[cH:2][cH:3][cH:4][c:5]2[c:11]1[CH2:10][c:9]1[c:8]([cH:15][cH:14][cH:13][cH:12]1)[CH2:7][NH:6]2>>[cH:1]1[cH:2][cH:3][cH:4][c:5]2[c:11]1[CH2:10][c:9]1[c:8]([cH:15][cH:14][cH:13][cH:12]1)[CH2:7][N:6]2[C:20]([c:19]1[cH:18][c:17]([CH3:16])[c:25]([N+:26](=[O:27])[O-:28])[cH:24][cH:23]1)=[O:21]. The reactants are Cc1nc(N)sc1S(=O)(=O)N1CCN(C)CC1, CS(=O)(=O)c1ccc(C(CC2CCCC2)C(=O)O)cc1. The product is Cc1nc(NC(=O)C(CC2CCCC2)c2ccc(S(C)(=O)=O)cc2)sc1S(=O)(=O)N1CCN(C)CC1. Reaction SMILES: [CH3:21][c:22]1[n:23][c:24]([NH2:37])[s:25][c:26]1[S:27](=[O:28])(=[O:29])[N:30]1[CH2:31][CH2:32][N:33]([CH3:36])[CH2:34][CH2:35]1.[CH:1]1([CH2:6][CH:7]([C:8](=[O:9])[OH:10])[c:11]2[cH:12][cH:13][c:14]([S:17](=[O:18])(=[O:19])[CH3:20])[cH:15][cH:16]2)[CH2:2][CH2:3][CH2:4][CH2:5]1>>[CH:1]1([CH2:6][CH:7]([C:8](=[O:10])[NH:37][c:24]2[n:23][c:22]([CH3:21])[c:26]([S:27](=[O:28])(=[O:29])[N:30]3[CH2:31][CH2:32][N:33]([CH3:36])[CH2:34][CH2:35]3)[s:25]2)[c:11]2[cH:12][cH:13][c:14]([S:17](=[O:18])(=[O:19])[CH3:20])[cH:15][cH:16]2)[CH2:2][CH2:3][CH2:4][CH2:5]1. Reactants: C(=O)(O)[O-].[Na+] (NaHCO3), CN(CCOC1=CC=C(C=C1)NC(\C(=C(\C1=CC=CC=C1)/C1CC1)\C1=CC=C(C=C1)OCOC)=O)C ((E)-N-(4-(2-(dimethylamino)ethoxy)phenyl)-3-cyclopropyl-2-(4-(methoxymethoxy)phenyl)-3-phenylacrylamide), Cl (HCl). The solvent is O (H2O), CO (MeOH), O1CCOCC1 (1,4-dioxane). Conditions: time 3 hour. The product is CN(CCOC1=CC=C(C=C1)NC(\C(=C(\C1=CC=CC=C1)/C1CC1)\C1=CC=C(C=C1)O)=O)C ((E)-N-(4-(2-(dimethylamino)ethoxy)phenyl)-3-cyclopropyl-2-(4-hydroxyphenyl)-3-phenylacrylamide). Yield: 88.0%. RXN SMILES: [CH3:1][N:2]([CH3:36])[CH2:3][CH2:4][O:5][C:6]1[CH:11]=[CH:10][C:9]([NH:12][C:13](=[O:35])/[C:14](/[C:25]2[CH:30]=[CH:29][C:28]([O:31]COC)=[CH:27][CH:26]=2)=[C:15](\[CH:22]2[CH2:24][CH2:23]2)/[C:16]2[CH:21]=[CH:20][CH:19]=[CH:18][CH:17]=2)=[CH:8][CH:7]=1.Cl.C([O-])(O)=O.[Na+]>CO.O1CCOCC1.O>[CH3:36][N:2]([CH3:1])[CH2:3][CH2:4][O:5][C:6]1[CH:7]=[CH:8][C:9]([NH:12][C:13](=[O:35])/[C:14](/[C:25]2[CH:26]=[CH:27][C:28]([OH:31])=[CH:29][CH:30]=2)=[C:15](\[CH:22]2[CH2:24][CH2:23]2)/[C:16]2[CH:21]=[CH:20][CH:19]=[CH:18][CH:17]=2)=[CH:10][CH:11]=1 |f:2.3|. Procedure: To a solution of 8 (70 mg, 0.144 mmol) in MeOH (3 ml) was added 4N HCl in 1,4-dioxane (0.4 ml) under ice cooling, and the mixture was stirred at room temperature for 3 h. A solution of NaHCO3 in H2O was poured into the reaction mixture under ice cooling, and the whole was extracted with AcOEt. The organic layer was washed with brine, dried over Na2SO4, and then concentrated. The residual solid was crystallized with Et2O to give 9 (88%). 9: colorless powder; 1H-NMR (CD3OD) δ 0.42 (2H, m), 0.73 (2... The reactants are BrC1=CC(=C(C=C1)NC1=CC(=C(C=C1)C(=O)C1=C(C=CC=C1)C)Cl)COCCO ([4-({4-Bromo-2-[(2-hydroxyethoxy)methyl]phenyl}amino)-2-chlorophenyl](2-methylphenyl)methanone), 4-N,N-dimethylaminopyridine, C(C)OP(=O)(OCC)CC(=O)O (Diethylphosphonoacetic acid), S(=O)(Cl)Cl (thionylchloride), acid chloride. Solvent: C1CCOC1 (THF), C1CCOC1 (THF), CCOC(=O)C (EtOAc), C(=O)(O)[O-].[Na+] (NaHCO3), C1(=CC=CC=C1)C (toluene). Yields the product C(C)OP(=O)(OCC)CC(=O)OCCOCC1=C(C=CC(=C1)Br)NC1=CC(=C(C=C1)C(=O)C1=C(C=CC=C1)C)Cl ({[5-Bromo-2-({3-Chloro-4-[(2-methylphenyl)carbonyl]phenyl}amino)benzyl]oxy}ethyl (diethoxyphosphoryl)acetate). As a reaction SMILES: [CH2:1]([O:3][P:4]([CH2:9][C:10]([OH:12])=[O:11])([O:6][CH2:7][CH3:8])=[O:5])[CH3:2].S(Cl)(Cl)=O.[Br:17][C:18]1[CH:23]=[CH:22][C:21]([NH:24][C:25]2[CH:30]=[CH:29][C:28]([C:31]([C:33]3[CH:38]=[CH:37][CH:36]=[CH:35][C:34]=3[CH3:39])=[O:32])=[C:27]([Cl:40])[CH:26]=2)=[C:20]([CH2:41][O:42][CH2:43][CH2:44]O)[CH:19]=1>C1(C)C=CC=CC=1.C1COCC1.CCOC(C)=O.C([O-])(O)=O.[Na+]>[CH2:7]([O:6][P:4]([CH2:9][C:10]([O:12][CH2:44][CH2:43][O:42][CH2:41][C:20]1[CH:19]=[C:18]([Br:17])[CH:23]=[CH:22][C:21]=1[NH:24][C:25]1[CH:30]=[CH:29][C:28]([C:31]([C:33]2[CH:38]=[CH:37][CH:36]=[CH:35][C:34]=2[CH3:39])=[O:32])=[C:27]([Cl:40])[CH:26]=1)=[O:11])([O:3][CH2:1][CH3:2])=[O:5])[CH3:8] |f:6.7|. Reported procedure: The reactions were performed under an argon atmosphere using oven dried glass ware. Diethylphosphonoacetic acid (0.053 mL, 0.33 mmol) was dissolved in dry toluene (2 mL) and thionylchloride (0.065 mL, 0.9 mmol) was added. The reaction mixture was refluxed for 2 h and then concentrated in vacuo. Compound 158 (0.14 g, 0.3 mmol) was dissolved in dry THF (1.5 mL). 4-N,N-dimethylaminopyridine (0.073 g, 0.6 mmol) was added followed by addition of the above acid chloride dissolved in THF(1.5 mL). The r... Starting materials: OC1=C(C=O)C=CC(=C1C)O (2,4-dihydroxy-3-methyl-benzaldehyde), C(C1=CC=CC=C1)Br (benzylbromide), C(=O)(O)[O-].[Na+] (NaHCO3), O1CCOCC1 (1,4-dioxane). Run in O (water), O (water). Reaction conditions: temperature 60 celsius, time 8 hour. Yields the product C(C1=CC=CC=C1)OC1=C(C(=C(C=O)C=C1)O)C (4-Benzyloxy-2-hydroxy-3-methyl-benzaldehyde). As a reaction SMILES: [OH:1][C:2]1[C:9]([CH3:10])=[C:8]([OH:11])[CH:7]=[CH:6][C:3]=1[CH:4]=[O:5].[CH2:12](Br)[C:13]1[CH:18]=[CH:17][CH:16]=[CH:15][CH:14]=1.C([O-])(O)=O.[Na+].O1CCOCC1>O>[CH2:12]([O:11][C:8]1[CH:7]=[CH:6][C:3]([CH:4]=[O:5])=[C:2]([OH:1])[C:9]=1[CH3:10])[C:13]1[CH:18]=[CH:17][CH:16]=[CH:15][CH:14]=1 |f:2.3|. Procedure: A mixture of 2,4-dihydroxy-3-methyl-benzaldehyde (3.31 g, 21.8 mmol), benzylbromide (4.09 g, 23.9 mmol), NaHCO3 (5.49 g, 65.4 mmol), 1,4-dioxane (30 mL) and water (12 mL) was stirred at 60° C. for overnight. Then the reaction mixture was cooled to RT, water (100 mL) was added, extracted with EtOAc (2×200 mL). The extract was dried over Na2SO4, evaporated. The residue was purified on SiO2 (25 g) column, hexane-EtOAc (0 to 5%). Yield 1.57 g (6.48 mmol, 29%) as off-white solid. The reactants are CC(=O)O[BH-](OC(C)=O)OC(C)=O, CCCc1nc(CC)c(C=O)c(=O)n1Cc1ccc(-c2ccccc2C#N)cc1, C1COCCN1, CC(=O)O, CCOC(C)=O, [Na+]. The product is CCCc1nc(CC)c(CN2CCOCC2)c(=O)n1Cc1ccc(-c2ccccc2C#N)cc1. As a reaction SMILES: [C:36]([O:37][BH-:38]([O:39][C:40](=[O:41])[CH3:42])[O:43][C:44](=[O:45])[CH3:46])(=[O:47])[CH3:48].[CH2:1]([CH3:2])[c:3]1[n:4][c:5]([CH2:27][CH2:28][CH3:29])[n:6]([CH2:12][c:13]2[cH:14][cH:15][c:16](-[c:19]3[c:20]([C:25]#[N:26])[cH:21][cH:22][cH:23][cH:24]3)[cH:17][cH:18]2)[c:7](=[O:11])[c:8]1[CH:9]=[O:10].[CH2:30]1[CH2:31][O:32][CH2:33][CH2:34][NH:35]1.[CH3:50][C:51](=[O:52])[OH:53].[CH3:54][CH2:55][O:56][C:57](=[O:58])[CH3:59].[Na+:49]>>[CH2:1]([CH3:2])[c:3]1[n:4][c:5]([CH2:27][CH2:28][CH3:29])[n:6]([CH2:12][c:13]2[cH:14][cH:15][c:16](-[c:19]3[c:20]([C:25]#[N:26])[cH:21][cH:22][cH:23][cH:24]3)[cH:17][cH:18]2)[c:7](=[O:11])[c:8]1[CH2:9][N:35]1[CH2:30][CH2:31][O:32][CH2:33][CH2:34]1.